Dataset: the Open Reaction Database (ORD), a public repository of structured organic reaction records. Task: describe an organic reaction: reactants, conditions, products, and yield Starting materials: CN, ClCCl, O=[N+]([O-])c1cnccc1Cl, O. The product is CNc1ccncc1[N+](=O)[O-]. RXN SMILES: [CH3:11][NH2:12].[Cl:14][CH2:15][Cl:16].[Cl:1][c:2]1[c:3]([N+:8](=[O:9])[O-:10])[cH:4][n:5][cH:6][cH:7]1.[OH2:13]>>[c:2]1([NH:12][CH3:11])[c:3]([N+:8](=[O:9])[O-:10])[cH:4][n:5][cH:6][cH:7]1. Starting materials: FC=1C(=C2CC(NC2=CC1)=O)/C(=C/C(C=1NC=CC1)=O)/I ((Z)-5-fluoro-4-[1-iodo-3-oxo-3-(1H-pyrrol-2-yl)-propenyl]-1,3-dihydro-indol-2-one), SCCO (2-mercaptoethanol), [H-].[Na+] (NaH). Run in C(C)(=O)OCC (ethyl acetate), O (water). Conditions: temperature 120 celsius, time 6 hour. Yields the product FC=1C=2C3=C(C(NC3=CC1)=O)C(=CC2SCCO)C=2NC=CC2 (6-fluoro-5-(2-hydroxy-ethylsulfanyl)-3-(1H-pyrrol-2-yl)-1H-benzo[cd]indol-2-one). Reaction SMILES: [F:1][C:2]1[C:3](/[C:12](/I)=[CH:13]/[C:14](=O)[C:15]2[NH:16][CH:17]=[CH:18][CH:19]=2)=[C:4]2[C:8](=[CH:9][CH:10]=1)[NH:7][C:6](=[O:11])[CH2:5]2.[SH:22][CH2:23][CH2:24][OH:25].[H-].[Na+]>C(OCC)(=O)C.O>[F:1][C:2]1[C:3]2[C:4]3[C:8](=[CH:9][CH:10]=1)[NH:7][C:6](=[O:11])[C:5]=3[C:14]([C:15]1[NH:16][CH:17]=[CH:18][CH:19]=1)=[CH:13][C:12]=2[S:22][CH2:23][CH2:24][OH:25] |f:2.3|. Procedure details: A mixture of (Z)-5-fluoro-4-[1-iodo-3-oxo-3-(1H-pyrrol-2-yl)-propenyl]-1,3-dihydro-indol-2-one (from Example 8 above) (300 mg, 0.60 mmol) and neat 2-mercaptoethanol (Sigma, 4 mL) was treated with NaH (Aldrich, 98%, 210 mg that was emulsified with 0.4 mL of mineral oil) in small portions at room temperature. After the evolution of gas stopped, the mixture was heated gradually to 120° C. and stirred at this temperature for 6 hours. The reaction mixture was then poured in a mixture of ethyl acetate... Reactants: Cc1ccc(O)cc1C, ClCCl, Cc1ccc(O)c([N+](=O)[O-])c1C, CC1C=C(O)C=CC1(C)[N+](=O)[O-], O=[N+]([O-])O. Yields the product Cc1cc([N+](=O)[O-])c(O)c([N+](=O)[O-])c1C. RXN SMILES: [CH3:5][c:6]1[c:7]([CH3:8])[cH:9][c:10]([OH:11])[cH:12][cH:13]1.[Cl:38][CH2:39][Cl:40].[N+:14](=[O:15])([O-:16])[c:17]1[c:18]([OH:25])[cH:19][cH:20][c:21]([CH3:24])[c:22]1[CH3:23].[N+:26]([C:27]1([CH3:28])[CH:29]=[CH:30][C:31]([OH:32])=[CH:33][CH:34]1[CH3:35])([O-:36])=[O:37].[OH:1][N+:2]([O-:3])=[O:4]>>[O:1]=[N+:2]([O-:3])[c:19]1[c:18]([OH:25])[c:17]([N+:14](=[O:15])[O-:16])[c:22]([CH3:23])[c:21]([CH3:24])[cH:20]1. The reactants are COC(=O)C(O)=CC(=O)N(C)Cc1ccc(F)cc1, NCCc1ccccc1Cl, CN1CC(C(=O)N(C)Cc2ccc(F)cc2)=C(O)C1=O. The product is CN(Cc1ccc(F)cc1)C(=O)C1=C(O)C(=O)N(CCc2ccccc2Cl)C1. RXN SMILES: [CH3:1][O:2][C:3](=[O:4])[C:5]([OH:6])=[CH:7][C:8](=[O:9])[N:10]([CH2:11][c:12]1[cH:13][cH:14][c:15]([F:16])[cH:17][cH:18]1)[CH3:19].[Cl:20][c:21]1[c:22]([CH2:27][CH2:28][NH2:29])[cH:23][cH:24][cH:25][cH:26]1.[F:30][c:31]1[cH:32][cH:33][c:34]([CH2:35][N:36]([C:37](=[O:38])[C:39]2=[C:43]([OH:44])[C:42](=[O:45])[N:41]([CH3:46])[CH2:40]2)[CH3:47])[cH:48][cH:49]1>>[Cl:20][c:21]1[c:22]([CH2:27][CH2:28][N:29]2[CH2:40][C:39]([C:37]([N:36]([CH2:35][c:34]3[cH:33][cH:32][c:31]([F:30])[cH:49][cH:48]3)[CH3:47])=[O:38])=[C:43]([OH:44])[C:42]2=[O:45])[cH:23][cH:24][cH:25][cH:26]1. The reactants are C(C)(=O)OCCCCCCCCCCCCCCCC (n-hexadecyl acetate), [OH-].[Na+] (sodium hydroxide). The reagents and catalysts are [Cl-].C(CCCCCCC)(=O)C(C(CCCCCCC)=O)(C(CCCCCCC)=O)[NH3+] (tricaprylylmethylammonium chloride). Run in O (water). Reaction conditions: temperature 50 celsius. Yields the product C(CCCCCCCCCCCCCCC)O (1-hexadecanol). Yield: 48.3%. As a reaction SMILES: C([O:4][CH2:5][CH2:6][CH2:7][CH2:8][CH2:9][CH2:10][CH2:11][CH2:12][CH2:13][CH2:14][CH2:15][CH2:16][CH2:17][CH2:18][CH2:19][CH3:20])(=O)C.[OH-].[Na+]>[Cl-].C(C([NH3+])(C(=O)CCCCCCC)C(=O)CCCCCCC)(=O)CCCCCCC.O>[CH2:5]([OH:4])[CH2:6][CH2:7][CH2:8][CH2:9][CH2:10][CH2:11][CH2:12][CH2:13][CH2:14][CH2:15][CH2:16][CH2:17][CH2:18][CH2:19][CH3:20] |f:1.2,3.4|. Procedure: A mixture of 100 grams (0.35 mole) of n-hexadecyl acetate, 50 grams of 50% aqueous sodium hydroxide solution (25 grams -- 0.62 mole of NaOH) and 1 gram of tricaprylylmethylammonium chloride were stirred in a beaker. After10 minutes, 50 ml of water was added to the reaction mixture, and the temperature rose to 54° C. After stirring for 2 hours, the organic layer solidified. The mixture was then heated to 50° C for 20 minutes. After cooling, the solid which separated was collected on the filter, w... The reactants are Clc1ccc(-c2cc(CBr)no2)s1, CCOC(=O)c1[nH]c(I)nc1C, CN(C)C=O, O. Product: CCOC(=O)c1c(C)nc(I)n1Cc1cc(-c2ccc(Cl)s2)on1. Reaction SMILES: [Br:13][CH2:14][c:15]1[n:16][o:17][c:18](-[c:20]2[s:21][c:22]([Cl:25])[cH:23][cH:24]2)[cH:19]1.[CH2:1]([CH3:2])[O:3][C:4](=[O:5])[c:6]1[nH:7][c:8]([I:12])[n:9][c:10]1[CH3:11].[O:27]=[CH:28][N:29]([CH3:30])[CH3:31].[OH2:26]>>[CH2:1]([CH3:2])[O:3][C:4](=[O:5])[c:6]1[n:7]([CH2:14][c:15]2[n:16][o:17][c:18](-[c:20]3[s:21][c:22]([Cl:25])[cH:23][cH:24]3)[cH:19]2)[c:8]([I:12])[n:9][c:10]1[CH3:11]. Starting materials: CCCC(CO)Nc1nc(SCc2ccccc2)nc2nc(N)sc12, N, [Na]. The product is CCCC(CO)Nc1nc(S)nc2nc(N)sc12. As a reaction SMILES: [NH2:1][c:2]1[s:3][c:4]2[c:5]([n:6][c:7]([S:17][CH2:18][c:19]3[cH:20][cH:21][cH:22][cH:23][cH:24]3)[n:8][c:9]2[NH:10][CH:11]([CH2:12][OH:13])[CH2:14][CH2:15][CH3:16])[n:25]1.[NH3:27].[Na:26]>>[NH2:1][c:2]1[s:3][c:4]2[c:5]([n:6][c:7]([SH:17])[n:8][c:9]2[NH:10][CH:11]([CH2:12][OH:13])[CH2:14][CH2:15][CH3:16])[n:25]1. Starting materials: Cl.Cl.Cl.Cl.COC(=O)C1=C(C=CC=2N=C(N(C21)C2=CC=CC=C2)[C@H](C)N)F (2-((S)-1-aminoethyl)-5-fluoro-3-phenyl-3H-benzoimidazole-4-carboxylic acid methyl ester dihydrochloride dihydrochloride), ClC1=C2N=CN(C2=NC=N1)C1OCCCC1 (6-chloro-9-(tetrahydro-pyran-2-yl)-9H-purine), CCN(C(C)C)C(C)C (DIPEA). Run in CC(C)O (IPA). Conditions: temperature 90 celsius. Yields the product COC(=O)C1=C(C=CC=2N=C(N(C21)C2=CC=CC=C2)[C@H](C)NC2=C1N=CN(C1=NC=N2)C2OCCCC2)F (5-Fluoro-3-phenyl-2-{(S)-1-[9-(tetrahydro-pyran-2-yl)-9H-purin-6-ylamino]ethyl}-3H-benzoimidazole-4-carboxylic acid methyl ester). Isolated yield 68.4%. As a reaction SMILES: Cl.Cl.Cl.Cl.[CH3:5][O:6][C:7]([C:9]1[C:17]2[N:16]([C:18]3[CH:23]=[CH:22][CH:21]=[CH:20][CH:19]=3)[C:15]([C@@H:24]([NH2:26])[CH3:25])=[N:14][C:13]=2[CH:12]=[CH:11][C:10]=1[F:27])=[O:8].Cl[C:29]1[N:37]=[CH:36][N:35]=[C:34]2[C:30]=1[N:31]=[CH:32][N:33]2[CH:38]1[CH2:43][CH2:42][CH2:41][CH2:40][O:39]1.CCN(C(C)C)C(C)C>CC(O)C>[CH3:5][O:6][C:7]([C:9]1[C:17]2[N:16]([C:18]3[CH:23]=[CH:22][CH:21]=[CH:20][CH:19]=3)[C:15]([C@@H:24]([NH:26][C:29]3[N:37]=[CH:36][N:35]=[C:34]4[C:30]=3[N:31]=[CH:32][N:33]4[CH:38]3[CH2:43][CH2:42][CH2:41][CH2:40][O:39]3)[CH3:25])=[N:14][C:13]=2[CH:12]=[CH:11][C:10]=1[F:27])=[O:8] |f:0.1.2.3.4|. Procedure details: To a solution of 2-((S)-1-aminoethyl)-5-fluoro-3-phenyl-3H-benzoimidazole-4-carboxylic acid methyl ester dihydrochloride dihydrochloride (1.4 g, 3.8 mmol) in IPA (20 mL) was added 6-chloro-9-(tetrahydro-pyran-2-yl)-9H-purine (1.18 mg, 4.94 mmol) and DIPEA (2.6 mL, 15.2 mmol) and the reaction mixture heated at 90° C. for 16 h. The reaction mixture was concentrated in vacuo and the resultant residue subjected to flash chromatography (SiO2, eluting with 0-10% methanol in EtOAc) to give the title co... Reactants: C(C1=CC=CC=C1)N1CC2=CC=C(C=C2C1=O)C(=O)O (2-benzyl-3-oxoisoindoline-5-carboxylic acid), C(C1=CC=CC=C1)N1CC2=CC=C(C=C2C1=O)C(=O)O (2-benzyl-3-oxoisoindoline-5-carboxylic acid), Cl.C(C)N=C=NCCCN(C)C (1-ethyl-3-(3′-dimethylaminopropyl)carbodiimide hydrochloride), ON1N=NC2=C1C=CC=C2 (1-hydroxybenzotriazole), N1(CCCCC1)CCCN (3-(piperidin-1-yl)propan-1-amine). The solvent is CC(OCC)=O (EA), ClCCl (dichloromethane), C(Cl)Cl (CH2Cl2), CO (MeOH). Reaction conditions: time 2 hour. Yields the product C(C1=CC=CC=C1)N1CC2=CC=C(C=C2C1=O)C(=O)NCCCN1CCCCC1 (2-benzyl-3-oxo-N-(3-(piperidin-1-yl)propyl)isoindoline-5-carboxamide). RXN SMILES: [CH2:1]([N:8]1[C:16](=[O:17])[C:15]2[C:10](=[CH:11][CH:12]=[C:13]([C:18]([OH:20])=O)[CH:14]=2)[CH2:9]1)[C:2]1[CH:7]=[CH:6][CH:5]=[CH:4][CH:3]=1.Cl.C(N=C=NCCCN(C)C)C.ON1C2C=CC=CC=2N=N1.[N:43]1([CH2:49][CH2:50][CH2:51][NH2:52])[CH2:48][CH2:47][CH2:46][CH2:45][CH2:44]1>ClCCl.CC(=O)OCC.CO>[CH2:1]([N:8]1[C:16](=[O:17])[C:15]2[C:10](=[CH:11][CH:12]=[C:13]([C:18]([NH:52][CH2:51][CH2:50][CH2:49][N:43]3[CH2:48][CH2:47][CH2:46][CH2:45][CH2:44]3)=[O:20])[CH:14]=2)[CH2:9]1)[C:2]1[CH:7]=[CH:6][CH:5]=[CH:4][CH:3]=1 |f:1.2|. Procedure details: Under nitrogen atmosphere, 2-benzyl-3-oxoisoindoline-5-carboxylic acid (Chemical Formula 8) (100 mg, 0.374 mmol), 1-ethyl-3-(3′-dimethylaminopropyl)carbodiimide hydrochloride (EDCI, 0.144 g, 0.749 mmol), and 1-hydroxybenzotriazole (HOBT, 0.025 g, 0.187 mmol) were reacted at room temperature in distilled dichloromethane, with stirring, for 2 hours. After monitoring through TLC [CH2Cl2:MeOH=4:1], the temperature was decreased to −40° C. at which time 3-(piperidin-1-yl)propan-1-amine (80 μL, 0.562 ...